Dataset: the Open Reaction Database (ORD), a public repository of structured organic reaction records. Task: describe an organic reaction: reactants, conditions, products, and yield Starting materials: CC(C)(C)OC(=O)N1CCC(C#CCO)CC1, CCO. The product is CC(C)(C)OC(=O)N1CCC(CCCO)CC1. Reaction SMILES: [C:1]([CH3:2])([CH3:3])([CH3:4])[O:5][C:6](=[O:7])[N:8]1[CH2:9][CH2:10][CH:11]([C:14]#[C:15][CH2:16][OH:17])[CH2:12][CH2:13]1.[CH3:18][CH2:19][OH:20]>>[C:1]([CH3:2])([CH3:3])([CH3:4])[O:5][C:6](=[O:7])[N:8]1[CH2:9][CH2:10][CH:11]([CH2:14][CH2:15][CH2:16][OH:17])[CH2:12][CH2:13]1. Run in C1CCOC1 (THF). Reactants: BrC1=C2C=NNC2=CC(=C1)C(F)(F)F (4-bromo-6-(trifluoromethyl)-1H-indazole), TsOH monohydrate, O1CCCC=C1 (3,4-dihydro-2H-pyran). The product is BrC1=C2C=NN(C2=CC(=C1)C(F)(F)F)C1OCCCC1 (4-bromo-1-(tetrahydro-2H-pyran-2-yl)-6-(trifluoromethyl)-1H-indazole). RXN SMILES: [Br:1][C:2]1[CH:10]=[C:9]([C:11]([F:14])([F:13])[F:12])[CH:8]=[C:7]2[C:3]=1[CH:4]=[N:5][NH:6]2.[O:15]1[CH:20]=[CH:19][CH2:18][CH2:17][CH2:16]1>C1COCC1>[Br:1][C:2]1[CH:10]=[C:9]([C:11]([F:14])([F:12])[F:13])[CH:8]=[C:7]2[C:3]=1[CH:4]=[N:5][N:6]2[CH:16]1[CH2:17][CH2:18][CH2:19][CH2:20][O:15]1. Isolated yield 77.6%. Procedure: A round-bottom flask was charged with 4-bromo-6-(trifluoromethyl)-1H-indazole (1.00 g, 3.8 mmol), TsOH monohydrate (27 mg, 0.15 mmol), 3,4-dihydro-2H-pyran (1.59 g, 18.9 mmol), and THF (25 mL). The reaction mixture was degassed with nitrogen and heated under reflux for 18 h, and then the solvent was removed in vacuo. The residue was purified by SiO2 chromatography to afford 4-bromo-1-(tetrahydro-2H-pyran-2-yl)-6-(trifluoromethyl)-1H-indazole (1.03 g, 78%) as a yellow oil. MS (ESI) m/z: 265.2 [(M... Starting materials: NC1=C(C=CC=C1[N+](=O)[O-])O (2-amino-3-nitrophenol), CN1C=NC2=C1C(=CC=C2)O (3-methylbenzimidazol-4-ol), NC1=C(C=CC=C1[N+](=O)[O-])O (2-Amino-3-nitrophenol), C(C)(=O)OC=O (formic-acetic anhydride), CN1N=NC2=C1C(=CC=C2)O (3-methylbenzotriazol-4-ol). Run in C(Cl)(Cl)Cl (CHCl3), C1CCOC1 (THF), C1CCOC1 (THF). Reaction conditions: time 3 hour. Product: CNC1=C(C=CC=C1[N+](=O)[O-])O (2-Methylamino-3-nitrophenol). As a reaction SMILES: [NH2:1][C:2]1[C:7]([N+:8]([O-:10])=[O:9])=[CH:6][CH:5]=[CH:4][C:3]=1[OH:11].[C:12](OC=O)(=O)C.CN1C2C(O)=CC=CC=2N=C1.CN1C2C(O)=CC=CC=2N=N1>C1COCC1.C(Cl)(Cl)Cl>[CH3:12][NH:1][C:2]1[C:7]([N+:8]([O-:10])=[O:9])=[CH:6][CH:5]=[CH:4][C:3]=1[OH:11]. Procedure details: The title compound was prepared from 2-amino-3-nitrophenol according to a procedure adapted from Tet. Lett. 23, 3315 (1982). 2-Amino-3-nitrophenol (7.7 g, 50 mmol) in dry THF (20 mL) was treated dropwise with formic-acetic anhydride (130 mmol) in THF (10 mL) at about -5° C. under N2 (g). After stirring 3 hours the mixture was concentrated in vacuo to a viscous oil which was redissolved in THF (12 mL) and treated dropwise with 2M borane-dimethylsulfide in THF (63 mL) at about -5° C. When the addi... Reactants: COC1=CC=C(C=C(C(=O)OC)N=[N+]=[N-])C=C1 (methyl 4-methoxy-α-azidocinnamate). Solvent: C1(=CC=CC=C1)C (Toluene). Yields the product COC1=CC=C2C=C(NC2=C1)C(=O)OC (Methyl 6-Methoxyindole-2-carboxylate). Reaction SMILES: [CH3:1][O:2][C:3]1[CH:17]=[CH:16][C:6]([CH:7]=[C:8]([N:13]=[N+]=[N-])[C:9]([O:11][CH3:12])=[O:10])=[CH:5][CH:4]=1>C1(C)C=CC=CC=1>[CH3:1][O:2][C:3]1[CH:17]=[C:16]2[C:6]([CH:7]=[C:8]([C:9]([O:11][CH3:12])=[O:10])[NH:13]2)=[CH:5][CH:4]=1. Procedure: Toluene (185 ml) is added to methyl 4-methoxy-α-azidocinnamate (PREPARATION 61, 7.73 g) and the reaction is brought to reflux and maintained at reflux for 3 hr. Then the reaction is concentrated under reduced pressure and triturated with hexane. The solids are filtered and dried under reduced pressure to give the title indole, HRMS Calcd. for C11H11NO3 : 205.0739, found: 205.0736; NMR (300 MHz, CDCl3) 8.75, 7.47, 7.11, 6.76-6.73, 3.86, and 3.79 δ. The reactants are [Al+3], CCCC=Cc1ccc(C2(C#N)CCCCC2)cc1, [H-], [H-], [H-], [H-], [Li+], C1CCOC1. Product: CCCC=Cc1ccc(C2(CN)CCCCC2)cc1. RXN SMILES: [Al+3:21].[CH:1](=[CH:2][CH2:3][CH2:4][CH3:5])[c:6]1[cH:7][cH:8][c:9]([C:12]2([C:18]#[N:19])[CH2:13][CH2:14][CH2:15][CH2:16][CH2:17]2)[cH:10][cH:11]1.[H-:20].[H-:23].[H-:24].[H-:25].[Li+:22].[O:26]1[CH2:27][CH2:28][CH2:29][CH2:30]1>>[CH:1](=[CH:2][CH2:3][CH2:4][CH3:5])[c:6]1[cH:7][cH:8][c:9]([C:12]2([CH2:18][NH2:19])[CH2:13][CH2:14][CH2:15][CH2:16][CH2:17]2)[cH:10][cH:11]1. The reactants are C(C)C1C(CC(C(C(OC(C2CCCCN2C(C(C2(C(CC(C(C(CC(CC(=C1)C)C)OC)O2)OC)C)O)=O)=O)=O)C(=CC2CC(C(CC2)O[Si](C)(C)C(C)(C)C)O)C)C)O)=O (17-ethyl-1,14-dihydroxy-12-[2'-(4"-(tert-butyldimethylsiloxy)-3"-hydroxycyclohexyl)1'-methylvinyl]-23,25-dimethoxy-13,19,21,27-tetramethyl-11,28-dioxa-4-azatricyclo[22.3.1.04,9 ]octacos-18-ene-2,3,10,16-tetraone), ClC(C(OCC=C)=N)(Cl)Cl (allyl trichloroacetimidate), FC(S(=O)(=O)O)(F)F (Trifluoromethanesulfonic acid). Product: C(C)C1C(CC(C(C(OC(C2CCCCN2C(C(C2(C(CC(C(C(CC(CC(=C1)C)C)OC)O2)OC)C)O)=O)=O)=O)C(=CC2CC(C(CC2)O[Si](C)(C)C(C)(C)C)OCC=C)C)C)O)=O (17-Ethyl-1,14-dihydroxy-12-[2'-(4"-(tert-butyldimethylsiloxy)-3"-allyloxycyclohexyl)-1'-methylvinyl]-23,25-dimethoxy-13,19,21,27-tetramethyl-11,28-dioxa-4-azatricyclo[22.3.1.04,9 ]octacos-18-ene-2,3,10,16-tetraone). RXN SMILES: [CH2:1]([CH:3]1[CH:29]=[C:28]([CH3:30])[CH2:27][CH:26]([CH3:31])[CH2:25][CH:24]([O:32][CH3:33])[CH:23]2[O:34][C:19]([OH:38])([CH:20]([CH3:37])[CH2:21][CH:22]2[O:35][CH3:36])[C:18](=[O:39])[C:17](=[O:40])[N:16]2[CH:11]([CH2:12][CH2:13][CH2:14][CH2:15]2)[C:10](=[O:41])[O:9][CH:8]([C:42]([CH3:59])=[CH:43][CH:44]2[CH2:49][CH2:48][CH:47]([O:50][Si:51]([C:54]([CH3:57])([CH3:56])[CH3:55])([CH3:53])[CH3:52])[CH:46]([OH:58])[CH2:45]2)[CH:7]([CH3:60])[CH:6]([OH:61])[CH2:5][C:4]1=[O:62])[CH3:2].ClC(Cl)(Cl)C(=N)O[CH2:67][CH:68]=[CH2:69].FC(F)(F)S(O)(=O)=O>>[CH2:1]([CH:3]1[CH:29]=[C:28]([CH3:30])[CH2:27][CH:26]([CH3:31])[CH2:25][CH:24]([O:32][CH3:33])[CH:23]2[O:34][C:19]([OH:38])([CH:20]([CH3:37])[CH2:21][CH:22]2[O:35][CH3:36])[C:18](=[O:39])[C:17](=[O:40])[N:16]2[CH:11]([CH2:12][CH2:13][CH2:14][CH2:15]2)[C:10](=[O:41])[O:9][CH:8]([C:42]([CH3:59])=[CH:43][CH:44]2[CH2:49][CH2:48][CH:47]([O:50][Si:51]([C:54]([CH3:57])([CH3:56])[CH3:55])([CH3:53])[CH3:52])[CH:46]([O:58][CH2:69][CH:68]=[CH2:67])[CH2:45]2)[CH:7]([CH3:60])[CH:6]([OH:61])[CH2:5][C:4]1=[O:62])[CH3:2]. Reported procedure: To a solution of 17-ethyl-1,14-dihydroxy-12-[2'-(4"-(tert-butyldimethylsiloxy)-3"-hydroxycyclohexyl)1'-methylvinyl]-23,25-dimethoxy-13,19,21,27-tetramethyl-11,28-dioxa-4-azatricyclo[22.3.1.04,9 ]octacos-18-ene-2,3,10,16-tetraone (90 mg in 3 ml 33% methylene chloride in cyclohexane) allyl trichloroacetimidate (27 μl neat) was added and the reagents allowed to mix for 5 minutes. Trifluoromethanesulfonic acid (2 μl neat) was added slowly via syringe and the mixture stirred at room temperature. Afte... Starting materials: FC(CC(C(C1=CC=C(OC)C=C1)=O)C1=CC=C(OC)C=C1)(F)F (α-trifluoroethyl-deoxyanisoin), C(CC)[Mg]I (n-propyl magnesium iodide). The product is COC1=CC=C(C=C1)C(C(C1=CC=C(C=C1)OC)CC(F)(F)F)(O)CCC (4,4'-dimethoxy-α-(n-propyl)-α-hydroxy-α'-trifluoroethyl-bibenzyl). Reaction SMILES: [F:1][C:2]([F:24])([F:23])[CH2:3][CH:4]([C:15]1[CH:22]=[CH:21][C:18]([O:19][CH3:20])=[CH:17][CH:16]=1)[C:5](=[O:14])[C:6]1[CH:13]=[CH:12][C:9]([O:10][CH3:11])=[CH:8][CH:7]=1.[CH2:25]([Mg]I)[CH2:26][CH3:27]>>[CH3:11][O:10][C:9]1[CH:8]=[CH:7][C:6]([C:5]([CH2:25][CH2:26][CH3:27])([OH:14])[CH:4]([CH2:3][C:2]([F:23])([F:24])[F:1])[C:15]2[CH:22]=[CH:21][C:18]([O:19][CH3:20])=[CH:17][CH:16]=2)=[CH:13][CH:12]=1. Procedure details: To an ethereal solution of n-propyl magnesium iodide (prepared from 0.07 molar n-propyl iodide and magnesium in 100 ml. ether) was added, while stirring, a solution of 16.9 g. (0.05 mole) α-trifluoroethyl-deoxyanisoin (see Example 1a)) and the reaction mixture was heated under reflux for 3 hours, whereafter it was poured into ice - dilute hydrochloric acid and extracted with ether. The ethereal extract was washed with water and an aqueous solution of sodium bisulphite, dried and evaporated to dr... Reactants: COc1ccc(P2(=S)SP(=S)(c3ccc(OC)cc3)S2)cc1, Cc1ccccc1, CN1CC(CCCl)Oc2ncc(Cl)cc2C1=O. The product is CN1CC(CCCl)Oc2ncc(Cl)cc2C1=S. Reaction SMILES: [CH3:18][O:19][c:20]1[cH:21][cH:22][c:23]([P:24]2(=[S:25])[S:26][P:28](=[S:29])([c:30]3[cH:31][cH:32][c:33]([O:34][CH3:35])[cH:36][cH:37]3)[S:27]2)[cH:38][cH:39]1.[CH3:40][c:41]1[cH:42][cH:43][cH:44][cH:45][cH:46]1.[Cl:1][c:2]1[cH:3][c:4]2[c:10]([n:11][cH:12]1)[O:9][CH:8]([CH2:13][CH2:14][Cl:15])[CH2:7][N:6]([CH3:16])[C:5]2=[O:17]>>[Cl:1][c:2]1[cH:3][c:4]2[c:10]([n:11][cH:12]1)[O:9][CH:8]([CH2:13][CH2:14][Cl:15])[CH2:7][N:6]([CH3:16])[C:5]2=[S:27].